describe an organic reaction: reactants, conditions, products, and yield From a dataset of the Open Reaction Database (ORD), a public repository of structured organic reaction records. Reactants: BrC1=CC=C(C=N1)C(=O)N1CCC(CC1)OC1=CC=C(C=C1)C ((6-bromopyridin-3-yl)(4-p-tolyloxypiperidin-1-yl)methanone), C[C@H]1NC(OC1)=O ((R)-4-methyloxazolidin-2-one). The product is C[C@H]1N(C(OC1)=O)C1=NC=C(C=C1)C(=O)N1CCC(CC1)OC1=CC=C(C=C1)C ((R)-4-methyl-3-[5-(4-p-tolyloxypiperidine-1-carbonyl)pyridin-2-yl]oxazolidin-2-one). Yield: 15.8%. RXN SMILES: Br[C:2]1[N:7]=[CH:6][C:5]([C:8]([N:10]2[CH2:15][CH2:14][CH:13]([O:16][C:17]3[CH:22]=[CH:21][C:20]([CH3:23])=[CH:19][CH:18]=3)[CH2:12][CH2:11]2)=[O:9])=[CH:4][CH:3]=1.[CH3:24][C@@H:25]1[CH2:29][O:28][C:27](=[O:30])[NH:26]1>>[CH3:24][C@@H:25]1[CH2:29][O:28][C:27](=[O:30])[N:26]1[C:2]1[CH:3]=[CH:4][C:5]([C:8]([N:10]2[CH2:15][CH2:14][CH:13]([O:16][C:17]3[CH:22]=[CH:21][C:20]([CH3:23])=[CH:19][CH:18]=3)[CH2:12][CH2:11]2)=[O:9])=[CH:6][N:7]=1. Procedure: By reaction and treatment in the same manner as in Example 40 and using (6-bromopyridin-3-yl)(4-p-tolyloxypiperidin-1-yl)methanone (1.2 g) described in Preparation Example 28 and (R)-4-methyloxazolidin-2-one (364 mg) described in Preparation Example 25, the title compound (200 mg) was obtained. Starting materials: C(Cl)Cl (methylene chloride), CC1=CC=C(S1)C=1C=CC=2N(C3=CC=C(C=C3C2C1)C=1SC(=CC1)C)C1=CC=C(C=C1)O (3,6-bis(5-methylthiophene-2-yl)-9-(4-hydroxyphenyl)carbazole), BrCCCCCCCCBr (1,8-dibromooctane), C([O-])([O-])=O.[K+].[K+] (potassium carbonate). Run in CCCCCC (hexane), CC(=O)CC (methylethyl ketone). The product is CC1=CC=C(S1)C=1C=CC=2N(C3=CC=C(C=C3C2C1)C=1SC(=CC1)C)C1=CC=C(C=C1)OCCCCCCCCBr (3,6-bis(5-methylthiophene-2-yl)-9-[4-(8-bromooctyloxy)phenyl]carbazole). As a reaction SMILES: [CH3:1][C:2]1[S:6][C:5]([C:7]2[CH:8]=[CH:9][C:10]3[N:11]([C:26]4[CH:31]=[CH:30][C:29]([OH:32])=[CH:28][CH:27]=4)[C:12]4[C:17]([C:18]=3[CH:19]=2)=[CH:16][C:15]([C:20]2[S:21][C:22]([CH3:25])=[CH:23][CH:24]=2)=[CH:14][CH:13]=4)=[CH:4][CH:3]=1.[Br:33][CH2:34][CH2:35][CH2:36][CH2:37][CH2:38][CH2:39][CH2:40][CH2:41]Br.C(=O)([O-])[O-].[K+].[K+].C(Cl)Cl>CC(CC)=O.CCCCCC>[CH3:25][C:22]1[S:21][C:20]([C:15]2[CH:14]=[CH:13][C:12]3[N:11]([C:26]4[CH:27]=[CH:28][C:29]([O:32][CH2:41][CH2:40][CH2:39][CH2:38][CH2:37][CH2:36][CH2:35][CH2:34][Br:33])=[CH:30][CH:31]=4)[C:10]4[C:18]([C:17]=3[CH:16]=2)=[CH:19][C:7]([C:5]2[S:6][C:2]([CH3:1])=[CH:3][CH:4]=2)=[CH:8][CH:9]=4)=[CH:24][CH:23]=1 |f:2.3.4|. Reported procedure: Add 14.31 g (44.0 mmol) of 3.6-dibromo carbazole (A-1), 25.01 g (176.1 mmol) of 5-methyl-2-thiophen boronic acid, and 1.30 g of tetrakis(triphenylphosphine) palladium to a solvent mixture of 180 ml of toluene and 60 ml of ethanol; add an aqueous solution in which 37.3 g of sodium carbonate is dissolved in 90 ml of distilled water to the liquid mixture; reflux the mixture for 15 hours while heating in nitrogen atmosphere; next, filter the resultant with celite with heat to remove insoluble matter... Reactants: O=S(=O)(Cl)c1cc(Cl)ccc1Cl, Cl, CC(CN)c1ccc(OCC(=O)O)cc1, [Na+], [Na+], O=C([O-])[O-], O. Yields the product CC(CNS(=O)(=O)c1cc(Cl)ccc1Cl)c1ccc(OCC(=O)O)cc1. Reaction SMILES: [Cl:23][c:24]1[c:25]([S:31](=[O:32])(=[O:33])[Cl:34])[cH:26][c:27]([Cl:30])[cH:28][cH:29]1.[ClH:1].[NH2:2][CH2:3][CH:4]([CH3:5])[c:6]1[cH:7][cH:8][c:9]([O:10][CH2:11][C:12](=[O:13])[OH:14])[cH:15][cH:16]1.[Na+:17].[Na+:18].[O-:19][C:20](=[O:21])[O-:22].[OH2:35]>>[NH:2]([CH2:3][CH:4]([CH3:5])[c:6]1[cH:7][cH:8][c:9]([O:10][CH2:11][C:12](=[O:13])[OH:14])[cH:15][cH:16]1)[S:31]([c:25]1[c:24]([Cl:23])[cH:29][cH:28][c:27]([Cl:30])[cH:26]1)(=[O:32])=[O:33]. The reactants are ClC1=NC=C(C(=N1)C1(CC(CC(C1)C)N)N)F ((2-chloro-5-fluoropyrimidin-4-yl)-5-methylcyclohexane-1,3-diamine), ClC1=NC=C(C(=N1)NC1CC(CC(C1)C)N)F (N1-(2-chloro-5-fluoropyrimidin-4-yl)-5-methylcyclohexane-1,3-diamine), C(=O)(N1C=NC=C1)N1C=NC=C1 (carbonyldiimidazole), CCN(C(C)C)C(C)C (iPr2NEt), Cl.F[C@@H]1CNCC1 ((S)-3-fluoropyrrolidine hydrochloride). Solvent: C1CCOC1 (THF). Conditions: time 2 hour. The product is ClC1=NC=C(C(=N1)NC1CC(CC(C1)C)NC(=O)N1C[C@H](CC1)F)F ((3S)— N-(3-((2-chloro-5-fluoropyrimidin-4-yl)amino)-5-methylcyclohexyl)-3-fluoropyrrolidine-1-carboxamide). RXN SMILES: Cl[C:2]1N=[C:6]([C:8]2(N)CC(C)CC(N)C2)[C:5]([F:17])=[CH:4][N:3]=1.[Cl:18][C:19]1[N:24]=[C:23]([NH:25][CH:26]2[CH2:31][CH:30]([CH3:32])[CH2:29][CH:28]([NH2:33])[CH2:27]2)[C:22]([F:34])=[CH:21][N:20]=1.C(N1C=CN=C1)(N1C=CN=C1)=[O:36].CCN(C(C)C)C(C)C.Cl.F[C@H]1CCNC1>C1COCC1>[Cl:18][C:19]1[N:24]=[C:23]([NH:25][CH:26]2[CH2:31][CH:30]([CH3:32])[CH2:29][CH:28]([NH:33][C:2]([N:3]3[CH2:8][CH2:6][C@H:5]([F:17])[CH2:4]3)=[O:36])[CH2:27]2)[C:22]([F:34])=[CH:21][N:20]=1 |f:4.5|. Procedure: To a solution of AP-(2-chloro-5-fluoropyrimidin-4-yl)-5-methylcyclohexane-1,3-diamine, 76b, (0.14 g. 0.54 mmol) in THF (2.5 ml) was added carbonyldiimidazole (0.10 g, 0.60 mmol) and iPr2NEt (0.28 mL, 1.62 mmol). The reaction was aged 2 hours at room temp, and treated with (S)-3-fluoropyrrolidine hydrochloride (0.07 g, 0.54 mmol). The reaction was stirred at room temperature for 2 days and then concentrated to dryness to afford 202 mg of (3S)— N-(3-((2-chloro-5-fluoropyrimidin-4-yl)amino)-5-methy...